From a dataset of the Open Reaction Database (ORD), a public repository of structured organic reaction records. describe an organic reaction: reactants, conditions, products, and yield The reactants are O=C(Cl)c1ccccc1Br, CN(c1ccccc1)c1ncccc1N. The product is CN(c1ccccc1)c1ncccc1NC(=O)c1ccccc1Br. As a reaction SMILES: [Br:16][c:17]1[c:18]([C:19](=[O:20])[Cl:21])[cH:22][cH:23][cH:24][cH:25]1.[CH3:1][N:2]([c:3]1[n:4][cH:5][cH:6][cH:7][c:8]1[NH2:9])[c:10]1[cH:11][cH:12][cH:13][cH:14][cH:15]1>>[CH3:1][N:2]([c:3]1[n:4][cH:5][cH:6][cH:7][c:8]1[NH:9][C:19]([c:18]1[c:17]([Br:16])[cH:25][cH:24][cH:23][cH:22]1)=[O:20])[c:10]1[cH:11][cH:12][cH:13][cH:14][cH:15]1. Reactants: C(C)(C)(C)C=1N=C(SC1)C=1OC2=C(C1)C=C(C=C2)C(=O)N2C=C(C1=CC(=CC=C21)[N+](=O)[O-])CC(=O)OCC2=CC=CC=C2 (benzyl 1-{[2-(4-tert-butylthiazol-2-yl)benzofuran-5-yl]carbonyl}-5-nitroindol-3-acetate), [Cl-].[NH4+] (ammonium chloride), C(C)O (ethanol). Reagents/catalysts: [Fe] (iron). The solvent is O (water). The product is NC=1C=C2C(=CN(C2=CC1)C(=O)C=1C=CC2=C(C=C(O2)C=2SC=C(N2)C(C)(C)C)C1)CC(=O)OCC1=CC=CC=C1 (benzyl 5-amino-1-{[2-(4-tert-butylthiazol-2-yl)benzofuran-5-yl]carbonyl}indole-3-acetate). Isolated yield 60.6%. Reaction SMILES: [C:1]([C:5]1[N:6]=[C:7]([C:10]2[O:11][C:12]3[CH:18]=[CH:17][C:16]([C:19]([N:21]4[C:29]5[C:24](=[CH:25][C:26]([N+:30]([O-])=O)=[CH:27][CH:28]=5)[C:23]([CH2:33][C:34]([O:36][CH2:37][C:38]5[CH:43]=[CH:42][CH:41]=[CH:40][CH:39]=5)=[O:35])=[CH:22]4)=[O:20])=[CH:15][C:13]=3[CH:14]=2)[S:8][CH:9]=1)([CH3:4])([CH3:3])[CH3:2].[Cl-].[NH4+].C(O)C>[Fe].O>[NH2:30][C:26]1[CH:25]=[C:24]2[C:29](=[CH:28][CH:27]=1)[N:21]([C:19]([C:16]1[CH:17]=[CH:18][C:12]3[O:11][C:10]([C:7]4[S:8][CH:9]=[C:5]([C:1]([CH3:3])([CH3:4])[CH3:2])[N:6]=4)=[CH:14][C:13]=3[CH:15]=1)=[O:20])[CH:22]=[C:23]2[CH2:33][C:34]([O:36][CH2:37][C:38]1[CH:39]=[CH:40][CH:41]=[CH:42][CH:43]=1)=[O:35] |f:1.2|. Reported procedure: A mixture of benzyl 1-{[2-(4-tert-butylthiazol-2-yl)benzofuran-5-yl]carbonyl}-5-nitroindol-3-acetate (450 mg), iron powders (450 mg) and ammonium chloride (45 mg) in a mixed solvent of ethanol (7 ml) and water (3 ml) was stirred under reflux for 1 hour. After being cooled to room temperature, the mixture was filtered and the filtrate was concentrated under reduced pressure. The resulting residue was subjected to column chromatography on silica gel and eluted with a mixture of toluene and ethyl a...